This data is from the Open Reaction Database (ORD), a public repository of structured organic reaction records. The task is: describe an organic reaction: reactants, conditions, products, and yield Reported procedure: The procedure described in Example 1(a) was followed, using 10.0 g of 4-(4-chlorophenyl)butyl piperazine, 47.2 g of 1-bromo-3-chloropropane, 150 ml of dimethyl sulfoxide and 11.2 g of potassium hydroxide, to give 10.0 g (82% of theory) of 1-[4-(4-chlorophenyl)butyl]-4-(3-chloropropyl)piperazine dihydrochloride as a white crystalline solid, M.p. 266°-268° C. Reaction SMILES: [Cl:1][C:2]1[CH:7]=[CH:6][C:5]([CH2:8][CH2:9][CH2:10][CH2:11][N:12]2[CH2:17][CH2:16][NH:15][CH2:14][CH2:13]2)=[CH:4][CH:3]=1.Br[CH2:19][CH2:20][CH2:21][Cl:22].[OH-].[K+]>CS(C)=O>[ClH:1].[ClH:22].[Cl:1][C:2]1[CH:3]=[CH:4][C:5]([CH2:8][CH2:9][CH2:10][CH2:11][N:12]2[CH2:13][CH2:14][N:15]([CH2:19][CH2:20][CH2:21][Cl:22])[CH2:16][CH2:17]2)=[CH:6][CH:7]=1 |f:2.3,5.6.7|. Isolated yield 125.7%. The reactants are ClC1=CC=C(C=C1)CCCCN1CCNCC1 (4-(4-chlorophenyl)butyl piperazine), BrCCCCl (1-bromo-3-chloropropane), [OH-].[K+] (potassium hydroxide). The product is Cl.Cl.ClC1=CC=C(C=C1)CCCCN1CCN(CC1)CCCCl (1-[4-(4-chlorophenyl)butyl]-4-(3-chloropropyl)piperazine dihydrochloride). The solvent is CS(=O)C (dimethyl sulfoxide). Reactants: OCC(C(=O)OC1C2C3CCCC3C(C1)C2)=C (8-tricyclo[5.2.1.02,6]decyl α-(hydroxymethyl)acrylate), N1=CC=CC=C1 (pyridine), C(C)(=O)OC(C)=O (acetic anhydride). Run in O (Water). Run at time 20 hour. Product: C(C)(=O)OCC(C(=O)OC1C2C3CCCC3C(C1)C2)=C (8-tricyclo[5.2.1.02,6]decyl α-(acetoxymethyl)acrylate). Yield: 85.3%. As a reaction SMILES: [OH:1][CH2:2][C:3](=[CH2:17])[C:4]([O:6][CH:7]1[CH2:15][CH:14]2[CH2:16][CH:8]1[CH:9]1[CH:13]2[CH2:12][CH2:11][CH2:10]1)=[O:5].N1C=CC=CC=1.[C:24](OC(=O)C)(=[O:26])[CH3:25]>O>[C:24]([O:1][CH2:2][C:3](=[CH2:17])[C:4]([O:6][CH:7]1[CH2:15][CH:14]2[CH2:16][CH:8]1[CH:9]1[CH:13]2[CH2:12][CH2:11][CH2:10]1)=[O:5])(=[O:26])[CH3:25]. Procedure: To a mixture of 23.6 g of 8-tricyclo[5.2.1.02,6]decyl α-(hydroxymethyl)acrylate and 15.8 g of pyridine was added 15.3 g of acetic anhydride. The mixture was stirred for 20 hours. Water was added to the reaction solution to stop the reaction, followed by conventional aqueous workup. The solvent was distilled off in vacuo. Purification by distillation (boiling point 123° C./13 Pa) gave 23.7 g (yield 90%) of 8-tricyclo[5.2.1.02,6]decyl α-(acetoxymethyl)acrylate represented by formula (12). Starting materials: CC=1N=C(SC1C1=NC(=NC=C1)NC=1C=C(CNC(C)=O)C=CC1)NC (N-{3-[4-(4-methyl-2-methylamino-thiazol-5-yl)-pyrimidin-2-ylamino]-benzyl}-acetamide), Cl.CO (HCl MeOH). Run in CC#N (MeCN). Product: NCC=1C=C(C=CC1)NC1=NC=CC(=N1)C1=C(N=C(S1)NC)C ((3-Aminomethyl-phenyl)-[4-(4-methyl-2-methylamino-thiazol-5-yl)-pyrimidin-2-yl]-amine). RXN SMILES: [CH3:1][C:2]1[N:3]=[C:4]([NH:25][CH3:26])[S:5][C:6]=1[C:7]1[CH:12]=[CH:11][N:10]=[C:9]([NH:13][C:14]2[CH:15]=[C:16]([CH:22]=[CH:23][CH:24]=2)[CH2:17][NH:18]C(=O)C)[N:8]=1.Cl.CO>CC#N>[NH2:18][CH2:17][C:16]1[CH:15]=[C:14]([NH:13][C:9]2[N:8]=[C:7]([C:6]3[S:5][C:4]([NH:25][CH3:26])=[N:3][C:2]=3[CH3:1])[CH:12]=[CH:11][N:10]=2)[CH:24]=[CH:23][CH:22]=1 |f:1.2|. Procedure details: By treatment of N-{3-[4-(4-methyl-2-methylamino-thiazol-5-yl)-pyrimidin-2-ylamino]-benzyl}-acetamide with HCl/MeOH. Yellow solid. Mp 287-289° C. Anal. RP-HPLC: tR=10.1 min (0-60% MeCN, purity 92%). 1H-NMR (DMSO-D6) δ: 2.68 (s, 3H, CH3), 3.17 (s, 3H, CH3), 4.17 (m, 2H, CH2), 7.23 (d, 1H, J=6.0 Hz, pyrimidinyl-H), 7.27 (d, 1H, J=8.0 Hz, Ph-H), 7.50 (t, 1H, J=8.0 Hz, Ph-H), 7.70 (d, 1H, J=7.5 Hz, Ph-H), 7.75 (s, 1H, Ph-H), 8.44 (d, 1H, J=6.0 Hz, pyrimidinyl-H). MS (ESI+) m/z 327.37 [M+H]+ (C16H18N6... Reaction conditions: temperature 130 celsius, time 4 hour. RXN SMILES: [CH2:1]([O:3][C:4](=[O:15])[C:5](=[CH:11]OCC)[C:6]([O:8][CH2:9][CH3:10])=[O:7])[CH3:2].[CH:16]1([NH:21][C:22]2[CH:27]=[C:26]([F:28])[C:25]([F:29])=[C:24]([F:30])[CH:23]=2)[CH2:20][CH2:19][CH2:18][CH2:17]1>>[CH:16]1([N:21]([CH:11]=[C:5]([C:4]([O:3][CH2:1][CH3:2])=[O:15])[C:6]([O:8][CH2:9][CH3:10])=[O:7])[C:22]2[CH:23]=[C:24]([F:30])[C:25]([F:29])=[C:26]([F:28])[CH:27]=2)[CH2:17][CH2:18][CH2:19][CH2:20]1. Procedure details: 3.2 ml of diethyl(ethoxymethylene)malonate was added to 3.3 g of N-cyclopentyl-3,4,5-trifluoroaniline, followed by stirring at 130° C. for 4 hours. By purifying by silica gel column chromatography, 2.2 g of diethyl {[cyclopentyl(3,4,5-trifluorophenyl)amino]methylene}malonate was obtained. Yields the product C1(CCCC1)N(C1=CC(=C(C(=C1)F)F)F)C=C(C(=O)OCC)C(=O)OCC (diethyl {[cyclopentyl(3,4,5-trifluorophenyl)amino]methylene}malonate). Reactants: C(C)OC(C(C(=O)OCC)=COCC)=O (diethyl(ethoxymethylene)malonate), C1(CCCC1)NC1=CC(=C(C(=C1)F)F)F (N-cyclopentyl-3,4,5-trifluoroaniline). Reactants: O=C([O-])Cc1ccccc1Nc1c(Cl)cccc1Cl, Cl, [Na+], O. Product: O=C1Cc2ccccc2N1c1c(Cl)cccc1Cl. Reaction SMILES: [Cl:1][c:2]1[c:3]([NH:9][c:10]2[c:11]([CH2:16][C:17](=[O:18])[O-:19])[cH:12][cH:13][cH:14][cH:15]2)[c:4]([Cl:8])[cH:5][cH:6][cH:7]1.[ClH:21].[Na+:20].[OH2:22]>>[Cl:1][c:2]1[c:3]([N:9]2[c:10]3[c:11]([cH:12][cH:13][cH:14][cH:15]3)[CH2:16][C:17]2=[O:19])[c:4]([Cl:8])[cH:5][cH:6][cH:7]1. RXN SMILES: [C:1]1([C:7]2[CH2:8][CH2:9][N:10]([CH2:13][CH2:14][CH2:15][N:16]3[CH:24]([OH:25])[C:23]4[C:18](=[CH:19][CH:20]=[CH:21][CH:22]=4)[C:17]3=[O:26])[CH2:11][CH:12]=2)[CH:6]=[CH:5][CH:4]=[CH:3][CH:2]=1.S(=O)(=O)(O)O.N.[C:33]([OH:38])(=[O:37])[C:34]([OH:36])=[O:35]>C(O)C.C(Cl)Cl.C(C(C)=O)C>[C:33]([OH:38])(=[O:37])[C:34]([OH:36])=[O:35].[CH2:33]([O:26][CH:17]1[C:18]2[C:23](=[CH:22][CH:21]=[CH:20][CH:19]=2)[C:24](=[O:25])[N:16]1[CH2:15][CH2:14][CH2:13][N:10]1[CH2:9][CH:8]=[C:7]([C:1]2[CH:6]=[CH:5][CH:4]=[CH:3][CH:2]=2)[CH2:12][CH2:11]1)[CH3:34] |f:7.8|. Reactants: C1(=CC=CC=C1)C=1CCN(CC1)CCCN1C(C2=CC=CC=C2C1O)=O (2-[3-(4-phenyl-1,2,3,6-tetrahydro-1-pyridyl)propyl]-3-hydroxy-1-isoindolinone), C(C(=O)O)(=O)O (oxalic acid), S(O)(O)(=O)=O (sulphuric acid), aqueous solution, N (ammonia). Procedure: The same procedure is followed as in Example 2, but starting from an agitated solution of 2-[3-(4-phenyl-1,2,3,6-tetrahydro-1-pyridyl)propyl]-3-hydroxy-1-isoindolinone (7 g) in ethanol (265 cc) to which 37 cc of concentrated sulphuric acid is added at a temperature close to 20° C. and in the course of 15 minutes. Agitation is continued for 4 hours at a temperature close to 65° C. After cooling the solution to a temperature close to 0° C., 90 cc of a 33% aqueous solution of ammonia is added in th... Yields the product C(C(=O)O)(=O)O.C(C)OC1N(C(C2=CC=CC=C12)=O)CCCN1CCC(=CC1)C1=CC=CC=C1 (3-ethoxy-2-[3-(4-phenyl-1,2,3,6-tetrahydro-1-pyridyl)propyl]-1-isoindolinone oxalate). Solvent: C(Cl)Cl (methylene chloride), C(C)C(=O)C (methyl ethyl ketone), C(C)C(=O)C (methyl ethyl ketone), C(C)O (ethanol). Conditions: time 4 hour. The yield is 157.6%. Reactants: CC(=C[Mg]Br)C (2-methyl-1-propenylmagnesium bromide), COC(C(C(=O)OC)=CC1=CC=C(C=C1)OCC1=CC(=CC=C1)OC)=O (2-[4-(3-Methoxy-benzyloxy)-benzylidene]-malonic acid dimethyl ester). Solvent: C1CCOC1 (THF). Reaction conditions: time 1 hour. The product is COC(C(C(=O)OC)C(C=C(C)C)C1=CC=C(C=C1)OCC1=CC(=CC=C1)OC)=O (2-{1-[4-(3-Methoxy-benzyloxy)-phenyl]-3-methyl-but-2-enyl}-malonic acid dimethyl ester). Reaction SMILES: [CH3:1][C:2]([CH3:6])=[CH:3][Mg]Br.[CH3:7][O:8][C:9](=[O:32])[C:10](=[CH:15][C:16]1[CH:21]=[CH:20][C:19]([O:22][CH2:23][C:24]2[CH:29]=[CH:28][CH:27]=[C:26]([O:30][CH3:31])[CH:25]=2)=[CH:18][CH:17]=1)[C:11]([O:13][CH3:14])=[O:12]>C1COCC1>[CH3:14][O:13][C:11](=[O:12])[CH:10]([CH:15]([C:16]1[CH:21]=[CH:20][C:19]([O:22][CH2:23][C:24]2[CH:29]=[CH:28][CH:27]=[C:26]([O:30][CH3:31])[CH:25]=2)=[CH:18][CH:17]=1)[CH:1]=[C:2]([CH3:6])[CH3:3])[C:9]([O:8][CH3:7])=[O:32]. Procedure details: 2-methyl-1-propenylmagnesium bromide (3 mL, 0.5 M in THF) was added dropwise to a solution of compound 33.1 (1.0 mmol) in THF. The reaction mixture was stirred at room temperature for 1 hr and then quenched with saturated NH4Cl(aq) and the aqueous layer extracted with ethyl acetate twice. The combined organic layers were washed with water and saturated brine, dried over Na2SO4, and concentrated in vacuo. The resulting residue was purified using silica gel column chromatography (hexane/ethyl acet...